From a dataset of the Open Reaction Database (ORD), a public repository of structured organic reaction records. describe an organic reaction: reactants, conditions, products, and yield The reactants are CC=1C=C2C=CC(OC2=C(C1O)CC=C)=O (6-methyl-7-hydroxy-8-allylcoumarin), C(=O)(C)O[Na] (AcONa), C(C)(=O)OC(C)=O (acetic anhydride). Run in O (water), O (H2O). The product is CC=1C=C2C=CC(OC2=C(C1OC(C)=O)CC=C)=O (6-methyl-7-acetoxy-8-allylcoumarin). The yield is 129.2%. Reaction SMILES: [CH3:1][C:2]1[CH:3]=[C:4]2[C:9](=[C:10]([CH2:13][CH:14]=[CH2:15])[C:11]=1[OH:12])[O:8][C:7](=[O:16])[CH:6]=[CH:5]2.[C:17](O[Na])([CH3:19])=[O:18].C(OC(=O)C)(=O)C>O>[CH3:1][C:2]1[CH:3]=[C:4]2[C:9](=[C:10]([CH2:13][CH:14]=[CH2:15])[C:11]=1[O:12][C:17](=[O:18])[CH3:19])[O:8][C:7](=[O:16])[CH:6]=[CH:5]2. Reported procedure: In such a manner a mixture of 6-methyl-7-hydroxy-8-allylcoumarin (VII) (6.3 g), anhydrous AcONa (1.5 g) and acetic anhydride (40 ml) was refluxed for 1 h. The reaction mixture was gently diluted with water (40 ml), refluxed for 10 min and then poured into H2O (300 ml) yielding a precipitate, which was collected by filtration and washed several times with H2O. The dried product was crystallized from MeOH yielding 6-methyl-7-acetoxy-8-allylcoumarin (X) (6.1 g; m.p. 110°-11° C.). ##STR16##